This data is from the Open Reaction Database (ORD), a public repository of structured organic reaction records. The task is: describe an organic reaction: reactants, conditions, products, and yield Reactants: CN(C)c1ccccc1, ClCCl, COc1ccccc1-c1nc2ccc(F)cc2c(=O)[nH]1, [Na+], [OH-], O=P(Cl)(Cl)Cl, c1ccccc1. Product: COc1ccccc1-c1nc(Cl)c2cc(F)ccc2n1. Reaction SMILES: [CH3:21][N:22]([c:23]1[cH:24][cH:25][cH:26][cH:27][cH:28]1)[CH3:29].[Cl:43][CH2:44][Cl:45].[F:1][c:2]1[cH:3][c:4]2[c:5](=[O:20])[nH:6][c:7](-[c:12]3[c:13]([O:18][CH3:19])[cH:14][cH:15][cH:16][cH:17]3)[n:8][c:9]2[cH:10][cH:11]1.[Na+:36].[OH-:35].[P:30]([Cl:31])([Cl:32])([Cl:33])=[O:34].[cH:37]1[cH:38][cH:39][cH:40][cH:41][cH:42]1>>[F:1][c:2]1[cH:3][c:4]2[c:5]([Cl:32])[n:6][c:7](-[c:12]3[c:13]([O:18][CH3:19])[cH:14][cH:15][cH:16][cH:17]3)[n:8][c:9]2[cH:10][cH:11]1. The reactants are COC(C(/C(/C)=N/C)C(C1=CC(=C(C=C1)Br)F)=O)=O (2-(4-bromo-3-fluoro-benzoyl)-3-[(E)-methylimino]-butyric acid methyl ester), Cl.NO (hydroxylamine hydrochloride). Product: COC(=O)C=1C(=NOC1C1=CC(=C(C=C1)Br)F)C (5-(4-bromo-3-fluoro-phenyl)-3-methyl-isoxazole-4-carboxylic acid methyl ester). RXN SMILES: [CH3:1][O:2][C:3](=[O:19])[CH:4]([C:9](=[O:18])[C:10]1[CH:15]=[CH:14][C:13]([Br:16])=[C:12]([F:17])[CH:11]=1)/[C:5](=[N:7]/C)/[CH3:6].Cl.NO>>[CH3:1][O:2][C:3]([C:4]1[C:5]([CH3:6])=[N:7][O:18][C:9]=1[C:10]1[CH:15]=[CH:14][C:13]([Br:16])=[C:12]([F:17])[CH:11]=1)=[O:19] |f:1.2|. Reported procedure: Following the procedures described in Example 36: 4-bromo-3-fluorobenzoyl chloride and oxalyl chloride were reacted to provide 4-bromo-3-fluoro-benzoyl chloride, which was then reacted with 3-methylamino-but-2-enoic acid methyl ester to provide 2-(4-bromo-3-fluoro-benzoyl)-3-[(E)-methylimino]-butyric acid methyl ester. 2-(4-bromo-3-fluoro-benzoyl)-3-[(E)-methylimino]-butyric acid methyl ester and hydroxylamine hydrochloride were then reacted as described in Example 36, Step 3 to provide 5-(4-bro... The reactants are COC(=O)C1=C(C[C@@H](C1)C)OS(=O)(=O)C(F)(F)F ((R)-4-Methyl-2-trifluoromethanesulfonyloxy-cyclopent-1-enecarboxylic acid methyl ester), COCOC1=C(C=C(C=C1)OCOC)B(O)O (2,5-Bis-methoxymethoxy phenylboronic acid), [Li+].[Cl-] (LiCl), solution, C(=O)([O-])[O-].[Na+].[Na+] (Na2CO3). The reagents and catalysts are C=1C=CC(=CC1)[P](C=2C=CC=CC2)(C=3C=CC=CC3)[Pd]([P](C=4C=CC=CC4)(C=5C=CC=CC5)C=6C=CC=CC6)([P](C=7C=CC=CC7)(C=8C=CC=CC8)C=9C=CC=CC9)[P](C=1C=CC=CC1)(C=1C=CC=CC1)C=1C=CC=CC1 (tetrakis(triphenylphosphine)palladium). Solvent: COCCOC (DME). Conditions: time 2 hour. The product is COC(=O)C1=C(CC(C1)C)C1=C(C=CC(=C1)OCOC)OCOC (2-(2,5-Bis-methoxymethoxy-phenyl)-4-methyl-cyclopent-1-enecarboxylic acid methyl ester). Yield: 81.6%. RXN SMILES: [CH3:1][O:2][C:3]([C:5]1[CH2:9][C@@H:8]([CH3:10])[CH2:7][C:6]=1OS(C(F)(F)F)(=O)=O)=[O:4].[CH3:19][O:20][CH2:21][O:22][C:23]1[CH:28]=[CH:27][C:26]([O:29][CH2:30][O:31][CH3:32])=[CH:25][C:24]=1B(O)O.[Li+].[Cl-].C([O-])([O-])=O.[Na+].[Na+]>COCCOC.C1C=CC([P]([Pd]([P](C2C=CC=CC=2)(C2C=CC=CC=2)C2C=CC=CC=2)([P](C2C=CC=CC=2)(C2C=CC=CC=2)C2C=CC=CC=2)[P](C2C=CC=CC=2)(C2C=CC=CC=2)C2C=CC=CC=2)(C2C=CC=CC=2)C2C=CC=CC=2)=CC=1>[CH3:1][O:2][C:3]([C:5]1[CH2:9][CH:8]([CH3:10])[CH2:7][C:6]=1[C:25]1[CH:24]=[C:23]([O:22][CH2:21][O:20][CH3:19])[CH:28]=[CH:27][C:26]=1[O:29][CH2:30][O:31][CH3:32])=[O:4] |f:2.3,4.5.6,^1:53,55,74,93|. Procedure details: Prepare a mixture of 4-Methyl-2-trifluoromethanesulfonyloxy-cyclopent-1-enecarboxylic acid methyl ester 3a (2.5 g, 8.7 mmol), 2,5-Bis-methoxymethoxy phenylboronic acid 7 (2.31 g, 9.5 mmol), tetrakis(triphenylphosphine)palladium (485 mg, 0.435 mmol), and LiCl (1.1 g, 26.1 mmol) in DME (80 mL). Add 2.0 M solution of Na2CO3 (10 mL, 21.7 mmol) and heat the reaction to reflux and stir for 2 hours. Cool the reaction to room temperature and partitioned between CH2Cl2 and saturated aqueous NaHCO3. Separ... Reactants: Cl (hydrochloride), ClCCCC1(OCCCO1)C1=CC=C(C=C1)F (2-(3-chloropropyl)-2-(4-fluorophenyl)-1,3-dioxane), N1(CCNCC1)C1=NSC2=C1C=CC=C2 (3-(1-piperazinyl)-1,2-benzisothiazole), C([O-])([O-])=O.[K+].[K+] (potassium carbonate), [I-].[K+] (potassium iodide). The product is S1N=C(C2=C1C=CC=C2)N2CCN(CC2)CCCC(=O)C2=CC=C(C=C2)F (4-[4-(1,2-Benzisothiazol-3-yl)-1-piperazinyl]-1-(4-fluorophenyl)-1-butanone). RXN SMILES: Cl.Cl[CH2:3][CH2:4][CH2:5][C:6]1([C:12]2[CH:17]=[CH:16][C:15]([F:18])=[CH:14][CH:13]=2)[O:11]CCCO1.[N:19]1([C:25]2[C:29]3[CH:30]=[CH:31][CH:32]=[CH:33][C:28]=3[S:27][N:26]=2)[CH2:24][CH2:23][NH:22][CH2:21][CH2:20]1.C(=O)([O-])[O-].[K+].[K+].[I-].[K+]>>[S:27]1[C:28]2[CH:33]=[CH:32][CH:31]=[CH:30][C:29]=2[C:25]([N:19]2[CH2:20][CH2:21][N:22]([CH2:3][CH2:4][CH2:5][C:6]([C:12]3[CH:13]=[CH:14][C:15]([F:18])=[CH:16][CH:17]=3)=[O:11])[CH2:23][CH2:24]2)=[N:26]1 |f:3.4.5,6.7|. Reported procedure: Title product hydrochloride--A mixture of 2-(3-chloropropyl)-2-(4-fluorophenyl)-1,3-dioxane (4.31 g., 0.0176 mole), 3-(1-piperazinyl)-1,2-benzisothiazole (3.86 g., 0.0176 mole), powdered potassium carbonate (2.43 g., 0.0176 mole) and potassium iodide (0.88 g., 0.0053 mole) in 180 ml. of dry acetonitrile is refluxed for a 20 hr. period. The reaction mixture is filtered, concentrated in vacuo and residual oil dissolved in chloroform and filtered. Concentration of the filtrate affords an oily resid...